From a dataset of the Open Reaction Database (ORD), a public repository of structured organic reaction records. describe an organic reaction: reactants, conditions, products, and yield Reactants: OC1CN(S(C2=C1C=CS2)(=O)=O)CCN2CCOCC2 (3,4-Dihydro-4-hydroxy-2-[2-(4-morpholinyl)ethyl]-2H-thieno [3,2-e]-1,2-thiazine 1,1-dioxide), C(CCC)[Li] (n-butyllithium), S(=O)=O (sulfur dioxide), NOS(=O)(=O)O (hydroxylamine-O-sulfonic acid), Cl (HCl). Product: Cl.OC1CN(S(C2=C1C=C(S2)S(=O)(=O)N)(=O)=O)CCN2CCOCC2 (3,4-Dihydro-4-hydroxy-2-[2-(4-morpholinyl)ethyl]-2H -thieno[3,2-e]-1,2-thiazine-6-sulfonamide 1,1-dioxide hydrochloride). Reaction SMILES: [OH:1][CH:2]1[C:7]2[CH:8]=[CH:9][S:10][C:6]=2[S:5](=[O:12])(=[O:11])[N:4]([CH2:13][CH2:14][N:15]2[CH2:20][CH2:19][O:18][CH2:17][CH2:16]2)[CH2:3]1.C([Li])CCC.[S:26](=[O:28])=[O:27].[NH2:29]OS(O)(=O)=O.[ClH:35]>>[ClH:35].[OH:1][CH:2]1[C:7]2[CH:8]=[C:9]([S:26]([NH2:29])(=[O:28])=[O:27])[S:10][C:6]=2[S:5](=[O:12])(=[O:11])[N:4]([CH2:13][CH2:14][N:15]2[CH2:20][CH2:19][O:18][CH2:17][CH2:16]2)[CH2:3]1 |f:5.6|. Procedure: The product from Step A (1.84 g, 5.79 mmol) was treated sequentially with n-butyllithium (2.2 equivalents), sulfur dioxide, hydroxylamine-O-sulfonic acid and methanolic HCl in much the same was as described in Example 4 to furnish the desired product as a white solid: mp 118°-125° C.